This data is from the Open Reaction Database (ORD), a public repository of structured organic reaction records. The task is: describe an organic reaction: reactants, conditions, products, and yield Reaction SMILES: [Cl:19][CH2:20][Cl:21].[I:1][c:2]1[cH:3][cH:4][c:5]([S:8](=[O:9])(=[O:10])[Cl:11])[cH:6][cH:7]1.[NH2:12][c:13]1[n:14][cH:15][cH:16][cH:17][cH:18]1>>[I:1][c:2]1[cH:3][cH:4][c:5]([S:8](=[O:9])(=[O:10])[NH:12][c:13]2[n:14][cH:15][cH:16][cH:17][cH:18]2)[cH:6][cH:7]1. Reactants: ClCCl, O=S(=O)(Cl)c1ccc(I)cc1, Nc1ccccn1. Yields the product O=S(=O)(Nc1ccccn1)c1ccc(I)cc1. Reactants: C1(=CC=CC=C1)C1=NC=C(C=N1)C(=O)N1CCN(CC1)C(=O)OC(C)(C)C (tert-butyl 4-(2-phenylpyrimidine-5-carbonyl)piperazine-1-carboxylate), FC(C(=O)O)(F)F (trifluoroacetic acid). Solvent: ClCCl (dichloromethane). Reaction conditions: time 1 hour. Product: C1(=CC=CC=C1)C1=NC=C(C=N1)C(=O)N1CCNCC1 ((2-phenylpyrimidin-5-yl)(piperazin-1-yl)methanone). Isolated yield 93.6%. Reaction SMILES: [C:1]1([C:7]2[N:12]=[CH:11][C:10]([C:13]([N:15]3[CH2:20][CH2:19][N:18](C(OC(C)(C)C)=O)[CH2:17][CH2:16]3)=[O:14])=[CH:9][N:8]=2)[CH:6]=[CH:5][CH:4]=[CH:3][CH:2]=1.FC(F)(F)C(O)=O>ClCCl>[C:1]1([C:7]2[N:8]=[CH:9][C:10]([C:13]([N:15]3[CH2:20][CH2:19][NH:18][CH2:17][CH2:16]3)=[O:14])=[CH:11][N:12]=2)[CH:2]=[CH:3][CH:4]=[CH:5][CH:6]=1. Reported procedure: To a mixture consisting of tert-butyl 4-(2-phenylpyrimidine-5-carbonyl)piperazine-1-carboxylate (587 mg) in dichloromethane (8 mL) at 0° C. was added trifluoroacetic acid (7 mL). The mixture was stirred cold for one hour and was subsequently concentrated under reduced pressure to provide a residue, which was purified by flash silica column chromatography. Elution with 95:5 dichloromethane-methanol with 0.5% concentrated ammonium hydroxide afforded the title compound (400 mg, 94% yield); MS (ESI+... Product: OC1=C(N=CC2=CC(=CC=C12)NC1=CC=CC=C1)C(=O)NCCCCC(=O)O (5-[(4-Hydroxy-7-phenylamino-isoquinoline-3-carbonyl)-amino]-pentanoic acid). Reaction SMILES: [OH:1][C:2]1[C:11]2[C:6](=[CH:7][C:8]([NH:12][C:13]3[CH:18]=[CH:17][CH:16]=[CH:15][CH:14]=3)=[CH:9][CH:10]=2)[CH:5]=[N:4][C:3]=1[C:19](OC)=[O:20].[NH2:23][CH2:24][CH2:25][CH2:26][CH2:27][C:28]([OH:30])=[O:29].C[O-].[Na+].CO>>[OH:1][C:2]1[C:11]2[C:6](=[CH:7][C:8]([NH:12][C:13]3[CH:18]=[CH:17][CH:16]=[CH:15][CH:14]=3)=[CH:9][CH:10]=2)[CH:5]=[N:4][C:3]=1[C:19]([NH:23][CH2:24][CH2:25][CH2:26][CH2:27][C:28]([OH:30])=[O:29])=[O:20] |f:2.3|. The reactants are OC1=C(N=CC2=CC(=CC=C12)NC1=CC=CC=C1)C(=O)OC (methyl 4-hydroxy-7-(phenylamino)isoquinoline-3-carboxylate), NCCCCC(=O)O (5-aminovaleric acid), C[O-].[Na+] (NaOMe), CO (MeOH). Procedure details: A mixture of methyl 4-hydroxy-7-(phenylamino)isoquinoline-3-carboxylate (30.0 mg, 0.09 mmol), 5-aminovaleric acid (216.3 mg, 1.9 mmol, Sigma-Aldrich) and NaOMe in MeOH (2.8 mL, 1.4 mmol, 0.5 M solution, Sigma-Aldrich) was heated to reflux for 20 hours before cooling to room temperature. The solvent was removed in vacuo and the residue was dissolved in H2O (10 mL) and EtOAc (10 mL). To the stirred mixture was added 1 N hydrochloric acid until pH was 1. The layers were separated and the aqueous la... The reactants are CC1CN(Cc2ccc(F)cc2)C(=O)C(O)O1, Cc1cn(-c2ccc(C=O)cc2F)cn1, O=S(Cl)Cl, c1ccc(P(c2ccccc2)c2ccccc2)cc1. Yields the product Cc1cn(-c2ccc(C=C3OC(C)CN(Cc4ccc(F)cc4)C3=O)cc2F)cn1. RXN SMILES: [F:1][c:2]1[cH:3][cH:4][c:5]([CH2:6][N:7]2[C:8](=[O:15])[CH:9]([OH:14])[O:10][CH:11]([CH3:13])[CH2:12]2)[cH:16][cH:17]1.[F:41][c:42]1[cH:43][c:44]([CH:45]=[O:46])[cH:47][cH:48][c:49]1-[n:50]1[cH:51][n:52][c:53]([CH3:55])[cH:54]1.[S:18]([Cl:19])([Cl:20])=[O:21].[c:22]1([P:23]([c:24]2[cH:25][cH:26][cH:27][cH:28][cH:29]2)[c:30]2[cH:31][cH:32][cH:33][cH:34][cH:35]2)[cH:36][cH:37][cH:38][cH:39][cH:40]1>>[F:1][c:2]1[cH:3][cH:4][c:5]([CH2:6][N:7]2[C:8](=[O:15])[C:9](=[CH:45][c:44]3[cH:43][c:42]([F:41])[c:49](-[n:50]4[cH:51][n:52][c:53]([CH3:55])[cH:54]4)[cH:48][cH:47]3)[O:10][CH:11]([CH3:13])[CH2:12]2)[cH:16][cH:17]1. The reactants are ClCCOC1=NNC2=NC=NC(=C21)NC2=CC(=C(C=C2)OC=2C=NC(=CC2)C)C (3-(2-chloroethoxy)-N-{3-methyl-4-[(6-methylpyridin-3-yl)oxy]phenyl}-1H-pyrazolo[3,4-d]pyrimidin-4-amine), OC1CCNCC1 (4-hydroxypiperidine). The product is CC=1C=C(C=CC1OC=1C=NC(=CC1)C)NC1=C2C(=NC=N1)NN=C2OCCN2CCC(CC2)O (1-(2-{[4-({3-methyl-4-[(6-methylpyridin-3-yl)oxy]phenyl}amino)-1H-pyrazolo[3,4-d]pyrimidin-3-yl]oxy}ethyl)piperidin-4-ol). Yield: 25.0%. RXN SMILES: Cl[CH2:2][CH2:3][O:4][C:5]1[C:13]2[C:8](=[N:9][CH:10]=[N:11][C:12]=2[NH:14][C:15]2[CH:20]=[CH:19][C:18]([O:21][C:22]3[CH:23]=[N:24][C:25]([CH3:28])=[CH:26][CH:27]=3)=[C:17]([CH3:29])[CH:16]=2)[NH:7][N:6]=1.[OH:30][CH:31]1[CH2:36][CH2:35][NH:34][CH2:33][CH2:32]1>>[CH3:29][C:17]1[CH:16]=[C:15]([NH:14][C:12]2[N:11]=[CH:10][N:9]=[C:8]3[NH:7][N:6]=[C:5]([O:4][CH2:3][CH2:2][N:34]4[CH2:35][CH2:36][CH:31]([OH:30])[CH2:32][CH2:33]4)[C:13]=23)[CH:20]=[CH:19][C:18]=1[O:21][C:22]1[CH:23]=[N:24][C:25]([CH3:28])=[CH:26][CH:27]=1. Procedure: The procedure described in Example 23 was repeated using 3-(2-chloroethoxy)-N-{3-methyl-4-[(6-methylpyridin-3-yl)oxy]phenyl}-1H-pyrazolo[3,4-d]pyrimidin-4-amine and 4-hydroxypiperidine to give the title compound in 25% yield; NMR Spectrum: 1.35-1.39 (m, 2H), 1.67-1.69 (m, 2H), 2.15-2.19 (m, 2H), 2.19 (s, 3H), 2.43 (s, 3H), 2.77-2.82 (m, 4H), 3.39-3.42 (m, 1H), 4.42 (t, 2H), 4.53 (br s, 1H), 6.95 (d, 1H), 7.18-7.24 (m, 2H), 7.60-7.63 (m, 2H), 8.17 (s, 1H), 8.30 (s, 1H), 8.33 (s, 1H); Mass Spectru... Reactants: ClCC(C)=O (chloroacetone), ClCC(=O)C1=CC=CC=C1 (α-chloroacetophenone). The product is C1(=CC=CC=C1)C(=O)C (methyl phenyl ketone). Reaction SMILES: ClCC(=O)C.Cl[CH2:7][C:8]([C:10]1[CH:15]=[CH:14][CH:13]=[CH:12][CH:11]=1)=[O:9]>>[C:10]1([C:8]([CH3:7])=[O:9])[CH:15]=[CH:14][CH:13]=[CH:12][CH:11]=1. Procedure details: The procedure for Cpd. 1 is used for Cpd. 4 with minor changes. Instead of chloroacetone, α-chloroacetophenone is used. Starting materials: CC(CN(C1=CC(=C(C#N)C=C1)C(F)(F)F)CCO)(C)C (4-[(2,2-dimethylpropyl)(2-hydroxyethyl)amino]-2-(trifluoromethyl)benzonitrile), OC1=CC=C(C=C1)S(=O)(=O)N (4-hydroxybenzenesulfonamide). The product is C(#N)C1=C(C=C(C=C1)N(CCOC1=CC=C(C=C1)S(=O)(=O)N)CC(C)(C)C)C(F)(F)F (4-({2-[[4-Cyano-3-(trifluoromethyl)phenyl](2,2-dimethylpropyl)amino]ethyl}oxy)benzenesulfonamide). RXN SMILES: [CH3:1][C:2]([CH3:21])([CH3:20])[CH2:3][N:4]([CH2:17][CH2:18][OH:19])[C:5]1[CH:12]=[CH:11][C:8]([C:9]#[N:10])=[C:7]([C:13]([F:16])([F:15])[F:14])[CH:6]=1.O[C:23]1[CH:28]=[CH:27][C:26]([S:29]([NH2:32])(=[O:31])=[O:30])=[CH:25][CH:24]=1>>[C:9]([C:8]1[CH:11]=[CH:12][C:5]([N:4]([CH2:3][C:2]([CH3:21])([CH3:20])[CH3:1])[CH2:17][CH2:18][O:19][C:23]2[CH:28]=[CH:27][C:26]([S:29]([NH2:32])(=[O:31])=[O:30])=[CH:25][CH:24]=2)=[CH:6][C:7]=1[C:13]([F:14])([F:15])[F:16])#[N:10]. Procedure details: Synthesized as described in Example 1C from 4-[(2,2-dimethylpropyl)(2-hydroxyethyl)amino]-2-(trifluoromethyl)benzonitrile and 4-hydroxybenzenesulfonamide: MS (APCI) m/z 454 (M−1). Reactants: CN1CCC(Nc2cc(NC(=O)C(C)(C)C)ncc2Br)CC1, O=C([O-])[O-], Cl, [Na+], [Na+]. Yields the product CN1CCC(Nc2cc(N)ncc2Br)CC1. As a reaction SMILES: [Br:1][c:2]1[c:3]([NH:15][CH:16]2[CH2:17][CH2:18][N:19]([CH3:22])[CH2:20][CH2:21]2)[cH:4][c:5]([NH:8][C:9](=[O:10])[C:11]([CH3:12])([CH3:13])[CH3:14])[n:6][cH:7]1.[C:23](=[O:24])([O-:25])[O-:26].[ClH:29].[Na+:27].[Na+:28]>>[Br:1][c:2]1[c:3]([NH:15][CH:16]2[CH2:17][CH2:18][N:19]([CH3:22])[CH2:20][CH2:21]2)[cH:4][c:5]([NH2:8])[n:6][cH:7]1. Reactants: CN(C=O)C (N,N-dimethylformamide), NC1=C(C=C(C(=N1)N1C=C(C(C2=CC(=C(C(=C12)Cl)F)F)=O)C(=O)O)C)F (1-(6-amino-5-fluoro-3-methylpyridine-2-yl)-8-chloro-6,7-difluoro-4-oxo-1,4-dihydroquinoline-3-carboxylic acid), Cl.Cl.NC1CNC1 (3-aminoazetidine dihydrochloride), CN1CCCC1 (N-methylpyrrolidine). The solvent is C(C)O (ethanol). Reaction conditions: temperature 85 celsius, time 45 minute. Product: NC1CN(C1)C1=C(C=C2C(C(=CN(C2=C1Cl)C1=NC(=C(C=C1C)F)N)C(=O)O)=O)F (7-(3-aminoazetidine-1-yl)-1-(6-amino-5-fluoro-3-methylpyridine-2-yl)-8-chloro-6-fluoro-4-oxo-1,4-dihydroquinoline-3-carboxylic acid). Yield: 79.2%. As a reaction SMILES: CN(C)C=O.[NH2:6][C:7]1[N:12]=[C:11]([N:13]2[C:22]3[C:17](=[CH:18][C:19]([F:25])=[C:20](F)[C:21]=3[Cl:23])[C:16](=[O:26])[C:15]([C:27]([OH:29])=[O:28])=[CH:14]2)[C:10]([CH3:30])=[CH:9][C:8]=1[F:31].Cl.Cl.[NH2:34][CH:35]1[CH2:38][NH:37][CH2:36]1.CN1CCCC1>C(O)C>[NH2:34][CH:35]1[CH2:38][N:37]([C:20]2[C:21]([Cl:23])=[C:22]3[C:17]([C:16](=[O:26])[C:15]([C:27]([OH:29])=[O:28])=[CH:14][N:13]3[C:11]3[C:10]([CH3:30])=[CH:9][C:8]([F:31])=[C:7]([NH2:6])[N:12]=3)=[CH:18][C:19]=2[F:25])[CH2:36]1 |f:2.3.4|. Reported procedure: To 250 mg of N,N-dimethylformamide were added 80 mg of 1-(6-amino-5-fluoro-3-methylpyridine-2-yl)-8-chloro-6,7-difluoro-4-oxo-1,4-dihydroquinoline-3-carboxylic acid, 60 mg of 3-aminoazetidine dihydrochloride, and 120 mg of N-methylpyrrolidine, and the mixture was stirred at 85° C. for 45 minutes. After adding 0.5 ml of ethanol, the mixture was allowed to cool, and the precipitate was collected by filtration and washed with ethanol and diisopropylether successively to obtain 72 mg of the title co... The reactants are Fc1cc(Br)c(F)c(CCl)c1, CS(C)=O, N#C[K]. RXN SMILES: [Br:1][c:2]1[c:3]([F:11])[c:4]([CH2:9][Cl:10])[cH:5][c:6]([F:8])[cH:7]1.[CH3:15][S:16](=[O:17])[CH3:18].[K:12][C:13]#[N:14]>>[Br:1][c:2]1[c:3]([F:11])[c:4]([CH2:9][C:13]#[N:14])[cH:5][c:6]([F:8])[cH:7]1. Product: N#CCc1cc(F)cc(Br)c1F.